This data is from the Open Reaction Database (ORD), a public repository of structured organic reaction records. The task is: describe an organic reaction: reactants, conditions, products, and yield Starting materials: [OH-].[Na+] (NaOH), C1CCOC1 (THF), C(C)(C)(C)O[C@H](C(=O)OCC)C1=C(C2=C(N=C(S2)C=2C=C3C(C(N(C3=CC2)C)=O)(C)C)C=C1C)C1=CC=C(C=C1)Cl ((S)-ethyl 2-tert-butoxy-2-(7-(4-chlorophenyl)-5-methyl-2-(1,3,3-trimethyl-2-oxoindolin-5-yl)benzo[d]thiazol-6-yl)acetate). The solvent is CCO (EtOH). Reaction conditions: temperature 50 celsius. The product is C(C)(C)(C)O[C@H](C(=O)O)C1=C(C2=C(N=C(S2)C=2C=C3C(C(N(C3=CC2)C)=O)(C)C)C=C1C)C1=CC=C(C=C1)Cl ((S)-2-tert-butoxy-2-(7-(4-chlorophenyl)-5-methyl-2-(1,3,3-trimethyl-2-oxoindolin-5-yl)benzo[d]thiazol-6-yl)acetic acid). As a reaction SMILES: [C:1]([O:5][C@@H:6]([C:12]1[C:33]([CH3:34])=[CH:32][C:15]2[N:16]=[C:17]([C:19]3[CH:20]=[C:21]4[C:25](=[CH:26][CH:27]=3)[N:24]([CH3:28])[C:23](=[O:29])[C:22]4([CH3:31])[CH3:30])[S:18][C:14]=2[C:13]=1[C:35]1[CH:40]=[CH:39][C:38]([Cl:41])=[CH:37][CH:36]=1)[C:7]([O:9]CC)=[O:8])([CH3:4])([CH3:3])[CH3:2].[OH-].[Na+].C1COCC1>CCO>[C:1]([O:5][C@@H:6]([C:12]1[C:33]([CH3:34])=[CH:32][C:15]2[N:16]=[C:17]([C:19]3[CH:20]=[C:21]4[C:25](=[CH:26][CH:27]=3)[N:24]([CH3:28])[C:23](=[O:29])[C:22]4([CH3:30])[CH3:31])[S:18][C:14]=2[C:13]=1[C:35]1[CH:36]=[CH:37][C:38]([Cl:41])=[CH:39][CH:40]=1)[C:7]([OH:9])=[O:8])([CH3:2])([CH3:3])[CH3:4] |f:1.2|. Procedure: The crude (S)-ethyl 2-tert-butoxy-2-(7-(4-chlorophenyl)-5-methyl-2-(1,3,3-trimethyl-2-oxoindolin-5-yl)benzo[d]thiazol-6-yl)acetate from the reaction above was treated with 1.0 M aq NaOH (2 mL), THF (4 mL), and absolute EtOH (2 mL). The reaction was heated to 50° C. for 19 h. The reaction was cooled to 23° C., and filtered (0.45 micron teflon syringe filter). The filtrate was purified by reverse phase HPLC, eluting by 5-100% acetonitrile in H2O with 0.1% TFA to give the desired product. LCMS-ESI+... Reactants: CC(=CN1N=C(C=C1)C(=O)O)C (1-(2-methylprop-1-en-1-yl)-1H-pyrazole-3-carboxylic acid), N[C@H](CN1N=C(C=C1)C1=CC(=C(C#N)C=C1)Cl)C ((S)-4-(1-(2-amino-propyl)-1H-pyrazol-3-yl)-2-chlorobenzonitrile). Solvent: C(Cl)Cl (DCM), C(Cl)Cl (DCM). Product: ClC=1C=C(C=CC1C#N)C1=NN(C=C1)C[C@H](C)NC(=O)C1=NN(C=C1)C=C(C)C ((S)—N-(1-(3-(3-Chloro-4-cyanophenyl)-1H-pyrazol-1-yl)propan-2-yl)-1-(2-methylprop-1-enyl)-1H-pyrazole-3-carboxamide). The yield is 75.7%. Reaction SMILES: [CH3:1][C:2]([CH3:12])=[CH:3][N:4]1[CH:8]=[CH:7][C:6]([C:9]([OH:11])=O)=[N:5]1.[NH2:13][C@@H:14]([CH3:30])[CH2:15][N:16]1[CH:20]=[CH:19][C:18]([C:21]2[CH:28]=[CH:27][C:24]([C:25]#[N:26])=[C:23]([Cl:29])[CH:22]=2)=[N:17]1>C(Cl)Cl>[Cl:29][C:23]1[CH:22]=[C:21]([C:18]2[CH:19]=[CH:20][N:16]([CH2:15][C@@H:14]([NH:13][C:9]([C:6]3[CH:7]=[CH:8][N:4]([CH:3]=[C:2]([CH3:1])[CH3:12])[N:5]=3)=[O:11])[CH3:30])[N:17]=2)[CH:28]=[CH:27][C:24]=1[C:25]#[N:26]. Reported procedure: The title compound was prepared using the procedure described in Example 3(h) starting from 1-(2-methylprop-1-en-1-yl)-1H-pyrazole-3-carboxylic acid (1.151 mmol, 191 mg) and (S)-4-(1-(2-amino-propyl)-1H-pyrazol-3-yl)-2-chlorobenzonitrile (0.959 mmol, 250 mg) using DCM (5 ml) as the solvent. The mixture was diluted with DCM and washed with 1 M Na2CO3. The organic phase was dried, filtered and evaporated. The crude product was purified flash chromatography. 297 mg of the title compound was obtaine... Starting materials: [H-].[Na+] (sodium hydride), C(C)(C)O (isopropylalcohol), C(C)#N (acetonitrile), C(C)OC(C(C)C1=CC(=C(C=C1)C1=CC=CC=C1)F)=O (ethyl-2-(2-fluoro-4-biphenylyl)-propionate). Solvent: O1CCCC1 (tetrahydrofuran), O1CCCC1 (tetrahydrofuran). Product: FC1=C(C=CC(=C1)C(C(CC#N)=O)C)C1=CC=CC=C1 (4-(2-fluoro-4-biphenylyl)-3-oxo-pentanenitril). Yield: 55.0%. As a reaction SMILES: [H-].[Na+].[C:3](#[N:5])[CH3:4].C([O:8][C:9](=O)[CH:10]([C:12]1[CH:17]=[CH:16][C:15]([C:18]2[CH:23]=[CH:22][CH:21]=[CH:20][CH:19]=2)=[C:14]([F:24])[CH:13]=1)[CH3:11])C.C(O)(C)C>O1CCCC1>[F:24][C:14]1[CH:13]=[C:12]([CH:10]([CH3:11])[C:9](=[O:8])[CH2:4][C:3]#[N:5])[CH:17]=[CH:16][C:15]=1[C:18]1[CH:19]=[CH:20][CH:21]=[CH:22][CH:23]=1 |f:0.1|. Procedure: After 60% sodium hydride (6.5 g, 0.163 mmol) was suspended in tetrahydrofuran under nitrogen atmosphere, the mixture was refluxed for 0.5 h, then added dropwise acetonitrile (7.6 g, 0.185 mol) and ethyl-2-(2-fluoro-4-biphenylyl)-propionate described above in tetrahydrofuran (100 ml). After refluxed for 2 h, the mixture was cooled at room temperature and added isopropylalcohol. After stirring for a while, the mixture was evaporated under reduced pressure to a residue, which was made acid with 2N ...